Dataset: the Open Reaction Database (ORD), a public repository of structured organic reaction records. Task: describe an organic reaction: reactants, conditions, products, and yield The reactants are CCOC(C)=O, CCOC(=O)C(C)C, CC(C)(N)CN, NCCN. The product is CC(C)C(=O)NCCN. As a reaction SMILES: [CH3:19][CH2:20][O:21][C:22](=[O:23])[CH3:24].[CH3:5][CH:6]([C:7](=[O:8])[O:9][CH2:10][CH3:11])[CH3:12].[NH2:13][CH2:14][C:15]([NH2:16])([CH3:17])[CH3:18].[NH2:1][CH2:2][CH2:3][NH2:4]>>[NH:1]([CH2:2][CH2:3][NH2:4])[C:7]([CH:6]([CH3:5])[CH3:12])=[O:8]. As a reaction SMILES: [C:1]([CH3:2])(=[O:3])[NH:4][CH2:5][CH2:6][n:7]1[c:8]([C:18](=[O:19])[O:20][CH2:21][CH3:22])[cH:9][c:10]2[cH:11][cH:12][c:13]([O:16][CH3:17])[cH:14][c:15]12.[CH3:27][CH2:28][OH:29].[ClH:26].[Na+:24].[OH-:23].[OH2:25]>>[C:1]([CH3:2])(=[O:3])[NH:4][CH2:5][CH2:6][n:7]1[c:8]([C:18](=[O:19])[OH:20])[cH:9][c:10]2[cH:11][cH:12][c:13]([O:16][CH3:17])[cH:14][c:15]12. The product is COc1ccc2cc(C(=O)O)n(CCNC(C)=O)c2c1. The reactants are CCOC(=O)c1cc2ccc(OC)cc2n1CCNC(C)=O, CCO, Cl, [Na+], [OH-], O.